This data is from the Open Reaction Database (ORD), a public repository of structured organic reaction records. The task is: describe an organic reaction: reactants, conditions, products, and yield As a reaction SMILES: [CH3:1][O:2][CH:3]([CH2:4][NH:5][CH2:6][CH:7]1[O:8][CH2:9][CH2:10][CH2:11][O:12]1)[O:13][CH2:14][CH3:15].[Cl:28][CH2:29][C:30](=[O:31])[Cl:32].[Na+:22].[Na+:23].[O-:24][C:25](=[O:26])[O-:27].[OH2:33].[cH:16]1[cH:17][cH:18][cH:19][cH:20][cH:21]1>>[CH3:1][O:2][CH:3]([CH2:4][N:5]([CH2:6][CH:7]1[O:8][CH2:9][CH2:10][CH2:11][O:12]1)[C:30]([CH2:29][Cl:28])=[O:31])[O:13][CH2:14][CH3:15]. Yields the product CCOC(CN(CC1OCCCO1)C(=O)CCl)OC. Starting materials: CCOC(CNCC1OCCCO1)OC, O=C(Cl)CCl, [Na+], [Na+], O=C([O-])[O-], O, c1ccccc1. Reactants: C=CCN, CCO, CN1CC(C(=O)O)Oc2ccccc21. Yields the product C=CCNC(=O)C1CN(C)c2ccccc2O1. As a reaction SMILES: [CH2:15]([CH:16]=[CH2:17])[NH2:18].[CH3:19][CH2:20][OH:21].[CH3:1][N:2]1[CH2:3][CH:4]([C:12](=[O:13])[OH:14])[O:5][c:6]2[c:7]1[cH:8][cH:9][cH:10][cH:11]2>>[CH3:1][N:2]1[CH2:3][CH:4]([C:12](=[O:14])[NH:18][CH2:15][CH:16]=[CH2:17])[O:5][c:6]2[c:7]1[cH:8][cH:9][cH:10][cH:11]2.